From a dataset of the Open Reaction Database (ORD), a public repository of structured organic reaction records. describe an organic reaction: reactants, conditions, products, and yield Reactants: [Li+].[OH-] (LiOH), FC=1C(=NC(=NC1)C1=CNC2=NC=C(C=C21)F)NC(CC(=O)OCC)C2(CCCCC2)C (ethyl 3-(5-fluoro-2-(5-fluoro-1H-pyrrolo[2,3-b]pyridin-3-yl)pyrimidin-4-ylamino)-3-(1-methylcyclohexyl)-propanoate). Run in O (water), C1CCOC1 (THF). Conditions: temperature 95 celsius, time 18 hour. The product is FC=1C(=NC(=NC1)C1=CNC2=NC=C(C=C21)F)NC(CC(=O)O)C2(CCCCC2)C (3-(5-fluoro-2-(5-fluoro-1H-pyrrolo[2,3-b]pyridin-3-yl)pyrimidin-4-ylamino)-3-(1-methylcyclohexyl)propanoic acid). RXN SMILES: [Li+].[OH-].[F:3][C:4]1[C:5]([NH:20][CH:21]([C:28]2([CH3:34])[CH2:33][CH2:32][CH2:31][CH2:30][CH2:29]2)[CH2:22][C:23]([O:25]CC)=[O:24])=[N:6][C:7]([C:10]2[C:18]3[C:13](=[N:14][CH:15]=[C:16]([F:19])[CH:17]=3)[NH:12][CH:11]=2)=[N:8][CH:9]=1>O.C1COCC1>[F:3][C:4]1[C:5]([NH:20][CH:21]([C:28]2([CH3:34])[CH2:33][CH2:32][CH2:31][CH2:30][CH2:29]2)[CH2:22][C:23]([OH:25])=[O:24])=[N:6][C:7]([C:10]2[C:18]3[C:13](=[N:14][CH:15]=[C:16]([F:19])[CH:17]=3)[NH:12][CH:11]=2)=[N:8][CH:9]=1 |f:0.1|. Reported procedure: LiOH (0.118 mg, 4.927 mmol) was added to a solution of ethyl 3-(5-fluoro-2-(5-fluoro-1H-pyrrolo[2,3-b]pyridin-3-yl)pyrimidin-4-ylamino)-3-(1-methylcyclohexyl)-propanoate, 77, (0.23 g, 0.49 mmol) in water (5 mL) and THF (5 mL). The solution was stirred at 95° C. for 18 hours and then cooled to room temperature. The solvent was removed under reduced pressure. The residue was diluted with water (10 mL) and neutralized with 2N HCl. The resulting precipitate was extracted with EtOAc (3×10 mL). The or... The reactants are carboxylic acid, OCCCCCC(=O)O (6-hydroxycaproic acid), 1,4-cyclohexanediols. The solvent is C1CCCCC1 (cyclohexane). Product: C(CCCCCO)O (1,6-hexanediol), C1(CCCCCO1)=O (ε-caprolactone), C1(CCCCC1)=O.C1(CCCCC1)O (cyclohexanone cyclohexanol). Reaction SMILES: [OH:1][CH2:2][CH2:3][CH2:4][CH2:5][CH2:6][C:7]([OH:9])=[O:8]>C1CCCCC1>[CH2:7]([OH:8])[CH2:6][CH2:5][CH2:4][CH2:3][CH2:2][OH:1].[C:7]1(=[O:8])[O:9][CH2:2][CH2:3][CH2:4][CH2:5][CH2:6]1.[C:7]1(=[O:9])[CH2:2][CH2:3][CH2:4][CH2:5][CH2:6]1.[CH:7]1([OH:9])[CH2:2][CH2:3][CH2:4][CH2:5][CH2:6]1 |f:4.5|. Reported procedure: 1,6-hexanediol and ε-caprolactone are prepared from a carboxylic acid mixture comprising adipic acid, 6-hydroxycaproic acid and small amounts of 1,4-cyclohexanediols which is obtained as a by-product in the oxidation of cyclohexane to cyclohexanone/cyclohexanol using oxygen or oxygen-containing gases by water extraction of the reaction mixture, by esterifying and hydrogenating a substream to give hexanediol and cyclizing 6-hydroxycaproic esters to give caprolactone. The reactants are COc1ccc2nc(Br)c(O)cc2c1, COC(=O)C1CC(OS(=O)(=O)c2ccc(Br)cc2)CN1C(=O)OC(C)(C)C, O=C([O-])[O-], CN1CCCC1=O, CCOC(C)=O, [Cs+], [Cs+]. The product is COC(=O)C1CC(Oc2cc3cc(OC)ccc3nc2Br)CN1C(=O)OC(C)(C)C. RXN SMILES: [Br:34][c:35]1[n:36][c:37]2[cH:38][cH:39][c:40]([O:46][CH3:47])[cH:41][c:42]2[cH:43][c:44]1[OH:45].[Br:7][c:8]1[cH:9][cH:10][c:11]([S:12](=[O:13])(=[O:14])[O:17][CH:18]2[CH2:19][CH:20]([C:30](=[O:31])[O:32][CH3:33])[N:21]([C:23](=[O:24])[O:25][C:26]([CH3:27])([CH3:28])[CH3:29])[CH2:22]2)[cH:15][cH:16]1.[C:1](=[O:2])([O-:3])[O-:4].[CH3:48][N:49]1[CH2:50][CH2:51][CH2:52][C:53]1=[O:54].[CH3:55][CH2:56][O:57][C:58]([CH3:59])=[O:60].[Cs+:5].[Cs+:6]>>[O:17]([CH:18]1[CH2:19][CH:20]([C:30](=[O:31])[O:32][CH3:33])[N:21]([C:23](=[O:24])[O:25][C:26]([CH3:27])([CH3:28])[CH3:29])[CH2:22]1)[c:44]1[c:35]([Br:34])[n:36][c:37]2[cH:38][cH:39][c:40]([O:46][CH3:47])[cH:41][c:42]2[cH:43]1. Reactants: C1(CCCCC1)C(N)=S (cyclohexanethiocarboxamide), ClCC(CC(=O)OCC)=O (ethyl 4-chloroacetoacetate). The yield is 71.3%. Product: C1(CCCCC1)C=1SC=C(N1)CC(=O)OCC (ethyl 2-cyclohexyl-4-thiazoleacetate). Procedure: A mixture of cyclohexanethiocarboxamide (5.0 g), ethyl 4-chloroacetoacetate (5.74 g), ethanol (50 ml) was heated under reflux for 1 hour. After dilution with water, mixture was extracted with ethyl acetate. The extract was washed with aqueous sodium bicarbonate solution and water, dried (MgSO4), and concentrated. The residue was purified by chromatography on silica gel with ethyl acetate-hexane (1:4) to yield ethyl 2-cyclohexyl-4-thiazoleacetate as an oil (6.3 g, 70.9%). IR (Neat): 1735, 1255 cm... Run in C(C)O (ethanol). Reaction SMILES: [CH:1]1([C:7](=[S:9])[NH2:8])[CH2:6][CH2:5][CH2:4][CH2:3][CH2:2]1.Cl[CH2:11][C:12](=O)[CH2:13][C:14]([O:16][CH2:17][CH3:18])=[O:15]>C(O)C>[CH:1]1([C:7]2[S:9][CH:11]=[C:12]([CH2:13][C:14]([O:16][CH2:17][CH3:18])=[O:15])[N:8]=2)[CH2:6][CH2:5][CH2:4][CH2:3][CH2:2]1. Reactants: NC(CCCCNC(c1ccccc1)(c1ccccc1)c1ccccc1)C(=O)O, [NH4+], CN(C)C=O, [OH-]. RXN SMILES: [C:1]([c:2]1[cH:3][cH:4][cH:5][cH:6][cH:7]1)([c:8]1[cH:9][cH:10][cH:11][cH:12][cH:13]1)([c:14]1[cH:15][cH:16][cH:17][cH:18][cH:19]1)[NH:20][CH2:21][CH2:22][CH2:23][CH2:24][CH:25]([NH2:26])[C:27](=[O:28])[OH:29].[NH4+:30].[O:32]=[CH:33][N:34]([CH3:35])[CH3:36].[OH-:31]>>[C:1]([c:2]1[cH:3][cH:4][cH:5][cH:6][cH:7]1)([c:8]1[cH:9][cH:10][cH:11][cH:12][cH:13]1)([c:14]1[cH:15][cH:16][cH:17][cH:18][cH:19]1)[NH:20][CH2:21][CH2:22][CH2:23][CH2:24][CH:25]([NH2:26])[C:27](=[O:29])[NH2:30]. The product is NC(=O)C(N)CCCCNC(c1ccccc1)(c1ccccc1)c1ccccc1. Isolated yield 63.9%. Procedure: 4-Amino-5-chloro-N-(1-(3-(2,3-dihydro-1,3-dioxo-1H-isoindol-2-yl)propyl)piperidin-4-ylmethyl)-2-methoxybenzamide (7.7 g) as starting compound and hydrazine monohydrate (0.76 ml) were reacted and treated in the same manner as in Example 117 to give 3.6 g of 4-amino-N-(1-(3-aminopropyl)piperidin-4-ylmethyl)-5-chloro-2-methoxybenzamide. The product is NC1=CC(=C(C(=O)NCC2CCN(CC2)CCCN)C=C1Cl)OC (4-amino-N-(1-(3-aminopropyl)piperidin-4-ylmethyl)-5-chloro-2-methoxybenzamide). Reaction SMILES: [NH2:1][C:2]1[C:31]([Cl:32])=[CH:30][C:5]([C:6]([NH:8][CH2:9][CH:10]2[CH2:15][CH2:14][N:13]([CH2:16][CH2:17][CH2:18][N:19]3C(=O)C4C(=CC=CC=4)C3=O)[CH2:12][CH2:11]2)=[O:7])=[C:4]([O:33][CH3:34])[CH:3]=1.O.NN>>[NH2:1][C:2]1[C:31]([Cl:32])=[CH:30][C:5]([C:6]([NH:8][CH2:9][CH:10]2[CH2:11][CH2:12][N:13]([CH2:16][CH2:17][CH2:18][NH2:19])[CH2:14][CH2:15]2)=[O:7])=[C:4]([O:33][CH3:34])[CH:3]=1 |f:1.2|. The reactants are NC1=CC(=C(C(=O)NCC2CCN(CC2)CCCN2C(C3=CC=CC=C3C2=O)=O)C=C1Cl)OC (4-Amino-5-chloro-N-(1-(3-(2,3-dihydro-1,3-dioxo-1H-isoindol-2-yl)propyl)piperidin-4-ylmethyl)-2-methoxybenzamide), O.NN (hydrazine monohydrate).